This data is from the Open Reaction Database (ORD), a public repository of structured organic reaction records. The task is: describe an organic reaction: reactants, conditions, products, and yield The reactants are BrBr (bromine), COC(=O)C=1N(C=CC1)C (2-methoxycarbonyl-1-methylpyrrole), [S-]C#N.[K+] (Potassium thiocyanate), ice water. The solvent is CO (methanol), CO (methanol), CO (methanol). Product: C(#N)SC=1C=C(N(C1)C)C(=O)OC (4-cyanothio-2-methoxycarbonyl-1-methylpyrrole). Yield: 47.6%. RXN SMILES: [S-:1][C:2]#[N:3].[K+].BrBr.[CH3:7][O:8][C:9]([C:11]1[N:12]([CH3:16])[CH:13]=[CH:14][CH:15]=1)=[O:10]>CO>[C:2]([S:1][C:14]1[CH:15]=[C:11]([C:9]([O:8][CH3:7])=[O:10])[N:12]([CH3:16])[CH:13]=1)#[N:3] |f:0.1|. Procedure details: Potassium thiocyanate (6.44 g, 66 mmol) is suspended in 18 ml of methanol and cooled to -78° under nitrogen. A solution of 1.75 ml of bromine (33 mmol) in 10 ml methanol is added dropwise. The resulting light yellow suspension is stirred for an additional 5 minutes at -78° before 4.17 g (30 mmole) of 2-methoxycarbonyl-1-methylpyrrole in 5 ml methanol is added all at once. After stirring and gradual warming to room temperature, the reaction mixture is poured into 250 ml of ice water, stirred vigo...